Task: describe an organic reaction: reactants, conditions, products, and yield. Dataset: the Open Reaction Database (ORD), a public repository of structured organic reaction records The reactants are C(C)(C)[C@@H]1N(C(OC1)=O)C1=NC(=NC=C1)N[C@H](C(=O)OC)C ((S)-methyl 2-((4-((S)-4-isopropyl-2-oxooxazolidin-3-yl)pyrimidin-2-yl)amino)propanoate), O.NN (hydrazine hydrate). Run at time 24 hour. The product is C(C)(C)[C@@H]1N(C(OC1)=O)C1=NC(=NC=C1)N[C@H](C(=O)NN)C ((S)-2-((4-((S)-4-isopropyl-2-oxooxazolidin-3-yl)pyrimidin-2-yl)amino)propanehydrazide). Yield: 78.0%. Reaction SMILES: [CH:1]([C@H:4]1[CH2:8][O:7][C:6](=[O:9])[N:5]1[C:10]1[CH:15]=[CH:14][N:13]=[C:12]([NH:16][C@@H:17]([CH3:22])[C:18](OC)=[O:19])[N:11]=1)([CH3:3])[CH3:2].O.[NH2:24][NH2:25]>>[CH:1]([C@H:4]1[CH2:8][O:7][C:6](=[O:9])[N:5]1[C:10]1[CH:15]=[CH:14][N:13]=[C:12]([NH:16][C@@H:17]([CH3:22])[C:18]([NH:24][NH2:25])=[O:19])[N:11]=1)([CH3:3])[CH3:2] |f:1.2|. Procedure: To a solution of (S)-methyl 2-((4-((S)-4-isopropyl-2-oxooxazolidin-3-yl)pyrimidin-2-yl)amino)propanoate (120 mg, 0.39 mmol in 5 ml of MeOH) was added 99% hydrazine hydrate, the reaction solution was stirred at room temperature overnight (24 hours), the solvent was removed to yield the desired product (99 mg) in 78% yield, and was used for next step without purification. LCMS m/z 309.1 (M+H)+ RT=1.25 min. Starting materials: ClC1=NC=CC(=N1)C#N (2-chloropyrimidine-4-carbonitrile), Cl (hydrochloric acid), C(=O)O (formic acid). Run at time 8 hour. Product: ClC1=NC=CC(=N1)C(=O)N (2-Chloropyrimidine-4-carboxamide). RXN SMILES: [Cl:1][C:2]1[N:7]=[C:6]([C:8]#[N:9])[CH:5]=[CH:4][N:3]=1.Cl.C(O)=[O:12]>>[Cl:1][C:2]1[N:7]=[C:6]([C:8]([NH2:9])=[O:12])[CH:5]=[CH:4][N:3]=1. Reported procedure: 338 g of 98% strength formic acid are introduced into a 1--1 round bottom flask fitted with magnetic stirring and containing 131.9 g (946 mmol) of 2-chloropyrimidine-4-carbonitrile, and a stream of gaseous hydrochloric acid is passed through slowly for 1 h 30 min. The mixture is allowed to stand overnight, the solid is isolated on sintered glass and is then purified by recrystallisation with filtration while hot, from a mixture of nitromethane and ethyl acetate. In this way, 107.03 g of grey sol...